Dataset: the Open Reaction Database (ORD), a public repository of structured organic reaction records. Task: describe an organic reaction: reactants, conditions, products, and yield Reactants: C(C=C)S (allylmercaptan), [Na] (sodium), C(C)(C)(C)OC=1N=NC(=CC1)Cl (3-(t-butoxy)-6-chloropyridazine). Solvent: CO (methanol). Yields the product C(C)(C)(C)OC=1N=NC(=CC1)SCC=C (3-(t-butoxy)-6-allylthiopyridazine). As a reaction SMILES: [Na].[CH2:2]([SH:5])[CH:3]=[CH2:4].[C:6]([O:10][C:11]1[N:12]=[N:13][C:14](Cl)=[CH:15][CH:16]=1)([CH3:9])([CH3:8])[CH3:7]>CO>[C:6]([O:10][C:11]1[N:12]=[N:13][C:14]([S:5][CH2:2][CH:3]=[CH2:4])=[CH:15][CH:16]=1)([CH3:9])([CH3:8])[CH3:7] |^1:0|. Procedure details: 0.46 g(0.02 mol) of metallic sodium was dissolved in 30 ml of absolute methanol and then mixed with 1.99 ml(0.02 mol) of allylmercaptan. To this mixture was added 3.75 g(0.02 mol) of 3-(t-butoxy)-6-chloropyridazine. The reaction solution was refluxed for 24 hours and then treated according to the same manner as Example 1 to obtain the title compound as a pale yellow oil. Starting materials: N(=O)OC(C)(C)C (t-butyl nitrite), B(F)(F)F.CCOCC (boron trifluoride diethyl etherate), NC=1C(=NC(=CC1)Cl)OCC(=O)OC (3-amino-6-chloro-2-(methoxycarbonyl)methoxypyridine), ClCCl (dichloromethane). Solvent: CCCCC (n-pentane), COCCOC (1,2-dimethoxyethane), COCCOC (1,2-dimethoxyethane), C(C)(=O)OC(C)=O (acetic anhydride). Reaction conditions: temperature 80 celsius, time 1 hour. The product is C(C)(=O)OC=1C(=NC(=CC1)Cl)OCC(=O)OC (3-acetoxy-6-chloro-2-(methoxycarbonyl)methoxypyridine). Reaction SMILES: B(F)(F)F.[CH3:5][CH2:6][O:7][CH2:8][CH3:9].NC1[C:12]([O:18][CH2:19][C:20]([O:22][CH3:23])=[O:21])=[N:13][C:14]([Cl:17])=[CH:15]C=1.ClCCl.N(OC(C)(C)C)=[O:28]>COCCOC.C(OC(=O)C)(=O)C.CCCCC>[C:6]([O:7][C:8]1[C:12]([O:18][CH2:19][C:20]([O:22][CH3:23])=[O:21])=[N:13][C:14]([Cl:17])=[CH:15][CH:9]=1)(=[O:28])[CH3:5] |f:0.1|. Procedure details: A boron trifluoride diethyl etherate is added to a mixture of 3-amino-6-chloro-2-(methoxycarbonyl)methoxypyridine, 1,2-dimethoxyethane and dichloromethane dropwise at −10° C. After mixing for 10 minutes at the same temperature, a solution of t-butyl nitrite in 1,2-dimethoxyethane is added to the reaction solution dropwise at −5° C. or lower. After mixing for 30 minutes at the same temperature, n-pentane is poured into the mixture. The lower layer of two separated layers is dissolved in acetic an...